describe an organic reaction: reactants, conditions, products, and yield From a dataset of the Open Reaction Database (ORD), a public repository of structured organic reaction records. Starting materials: O=C([O-])[O-], C=CCn1c(N)nc(N2CCc3ccccc3CC2)c(C#N)c1=O, CN(C)C=O, [K+], [K+], BrCCCOc1ccccc1. Product: C=CCn1c(NCCCOc2ccccc2)nc(N2CCc3ccccc3CC2)c(C#N)c1=O. RXN SMILES: [C:36](=[O:37])([O-:38])[O-:39].[CH2:1]([CH:2]=[CH2:3])[n:4]1[c:5]([NH2:24])[n:6][c:7]([N:13]2[CH2:14][CH2:15][c:16]3[c:17]([cH:20][cH:21][cH:22][cH:23]3)[CH2:18][CH2:19]2)[c:8]([C:11]#[N:12])[c:9]1=[O:10].[CH3:42][N:43]([CH3:44])[CH:45]=[O:46].[K+:40].[K+:41].[O:25]([c:26]1[cH:27][cH:28][cH:29][cH:30][cH:31]1)[CH2:32][CH2:33][CH2:34][Br:35]>>[CH2:1]([CH:2]=[CH2:3])[n:4]1[c:5]([NH:24][CH2:34][CH2:33][CH2:32][O:25][c:26]2[cH:27][cH:28][cH:29][cH:30][cH:31]2)[n:6][c:7]([N:13]2[CH2:14][CH2:15][c:16]3[c:17]([cH:20][cH:21][cH:22][cH:23]3)[CH2:18][CH2:19]2)[c:8]([C:11]#[N:12])[c:9]1=[O:10]. The reactants are CCCC(=O)c1cnc2c(OC)cccc2c1Cl, Nc1ccc(O)c(Cl)c1, C1COCCO1. Product: CCCC(=O)c1cnc2c(OC)cccc2c1Nc1ccc(O)c(Cl)c1, Cl. Reaction SMILES: [C:1]([CH2:2][CH2:3][CH3:4])(=[O:5])[c:6]1[cH:7][n:8][c:9]2[c:10]([O:17][CH3:18])[cH:11][cH:12][cH:13][c:14]2[c:15]1[Cl:16].[Cl:19][c:20]1[c:21]([OH:27])[cH:22][cH:23][c:24]([NH2:26])[cH:25]1.[O:28]1[CH2:29][CH2:30][O:31][CH2:32][CH2:33]1>>[C:1]([CH2:2][CH2:3][CH3:4])(=[O:5])[c:6]1[cH:7][n:8][c:9]2[c:10]([O:17][CH3:18])[cH:11][cH:12][cH:13][c:14]2[c:15]1[NH:26][c:24]1[cH:23][cH:22][c:21]([OH:27])[c:20]([Cl:19])[cH:25]1.[ClH:16]. Reactants: O=C([O-])[O-], Cc1nc(N2CCc3ccccc3CC2)c(C#N)c(=O)[nH]1, CN(C)C=O, CN(C)CCCl, Cl, [K+], [K+]. Product: Cc1nc(N2CCc3ccccc3CC2)c(C#N)c(=O)n1CCN(C)C. Reaction SMILES: [C:29](=[O:30])([O-:31])[O-:32].[CH3:1][c:2]1[nH:3][c:4](=[O:21])[c:5]([C:19]#[N:20])[c:6]([N:8]2[CH2:9][CH2:10][c:11]3[c:12]([cH:15][cH:16][cH:17][cH:18]3)[CH2:13][CH2:14]2)[n:7]1.[CH3:35][N:36]([CH3:37])[CH:38]=[O:39].[Cl:23][CH2:24][CH2:25][N:26]([CH3:27])[CH3:28].[ClH:22].[K+:33].[K+:34]>>[CH3:1][c:2]1[n:3]([CH2:24][CH2:25][N:26]([CH3:27])[CH3:28])[c:4](=[O:21])[c:5]([C:19]#[N:20])[c:6]([N:8]2[CH2:9][CH2:10][c:11]3[c:12]([cH:15][cH:16][cH:17][cH:18]3)[CH2:13][CH2:14]2)[n:7]1. Starting materials: COCC1=CC(=NN1C)C(=O)OCC (ethyl 5-(methoxymethyl)-1-methyl-1H-pyrazole-3-carboxylate), solution, [Li+].[OH-] (LiOH). The solvent is CO (MeOH). Reaction conditions: time 8 hour. The product is COCC1=CC(=NN1C)C(=O)O (5-(methoxymethyl)-1-methyl-1H-pyrazole-3-carboxylic acid). Yield: 95.4%. Reaction SMILES: [CH3:1][O:2][CH2:3][C:4]1[N:8]([CH3:9])[N:7]=[C:6]([C:10]([O:12]CC)=[O:11])[CH:5]=1.[Li+].[OH-]>CO>[CH3:1][O:2][CH2:3][C:4]1[N:8]([CH3:9])[N:7]=[C:6]([C:10]([OH:12])=[O:11])[CH:5]=1 |f:1.2|. Reported procedure: To a solution of ethyl 5-(methoxymethyl)-1-methyl-1H-pyrazole-3-carboxylate (WO9743277) (177 mg, 0.893 mmol) in MeOH, a 0.5 M solution of LiOH was added (5.3 mL, 2.68 mmol). The reaction was stirred at room temperature overnight. The solution was evaporated to dryness and the residue was adjusted to pH5 with a 2 N HCl solution. The aqueous solution was extracted with EtOAc and the organic layer was dried over Na2SO4 and evaporated in vacuo to give the title compound as a white solid 95%, 145 mg. Reactants: CN1CCNCC1, COc1ccc(CN(Cc2ccc(OC)cc2)c2ncc(-c3nc(N4CCOCC4)nc4c3CCN4c3cccc(NC(=O)N4CCN(C)CC4)c3)cn2)cc1, COc1ccc(CN(Cc2ccc(OC)cc2)c2ncc(-c3nc(N4CCOCC4)nc4c3CCN4c3cccc(N)c3)cn2)cc1. The product is CN1CCN(C(=O)Nc2cccc(N3CCc4c(-c5cnc(N)nc5)nc(N5CCOCC5)nc43)c2)CC1. RXN SMILES: [CH3:48][N:49]1[CH2:50][CH2:51][NH:52][CH2:53][CH2:54]1.[CH3:55][O:56][c:57]1[cH:58][cH:59][c:60]([CH2:61][N:62]([c:63]2[n:64][cH:65][c:66](-[c:69]3[c:70]4[c:71]([n:72][c:73]([N:75]5[CH2:76][CH2:77][O:78][CH2:79][CH2:80]5)[n:74]3)[N:81]([c:84]3[cH:85][c:86]([NH:90][C:91](=[O:92])[N:93]5[CH2:94][CH2:95][N:96]([CH3:99])[CH2:97][CH2:98]5)[cH:87][cH:88][cH:89]3)[CH2:82][CH2:83]4)[cH:67][n:68]2)[CH2:100][c:101]2[cH:102][cH:103][c:104]([O:105][CH3:106])[cH:107][cH:108]2)[cH:109][cH:110]1.[NH2:1][c:2]1[cH:3][c:4]([N:5]2[c:6]3[n:7][c:8]([N:9]4[CH2:10][CH2:11][O:12][CH2:13][CH2:14]4)[n:15][c:16](-[c:17]4[cH:18][n:19][c:20]([N:21]([CH2:22][c:23]5[cH:24][cH:25][c:26]([O:27][CH3:28])[cH:29][cH:30]5)[CH2:31][c:32]5[cH:33][cH:34][c:35]([O:36][CH3:37])[cH:38][cH:39]5)[n:40][cH:41]4)[c:42]3[CH2:43][CH2:44]2)[cH:45][cH:46][cH:47]1>>[NH2:62][c:63]1[n:64][cH:65][c:66](-[c:69]2[c:70]3[c:71]([n:72][c:73]([N:75]4[CH2:76][CH2:77][O:78][CH2:79][CH2:80]4)[n:74]2)[N:81]([c:84]2[cH:85][c:86]([NH:90][C:91](=[O:92])[N:93]4[CH2:94][CH2:95][N:96]([CH3:99])[CH2:97][CH2:98]4)[cH:87][cH:88][cH:89]2)[CH2:82][CH2:83]3)[cH:67][n:68]1.